Dataset: the Open Reaction Database (ORD), a public repository of structured organic reaction records. Task: describe an organic reaction: reactants, conditions, products, and yield The reactants are P(=O)(O)([O-])[O-].[Na+].[Na+] (disodium hydrogen orthophosphate), C=1N=C(C2=C(N1)N(C=N2)[C@H]3[C@@H]([C@@H]([C@H](O3)COP(=O)(O)OP(=O)(O)OC[C@@H]4[C@H]([C@H]([C@@H](O4)N5C=CCC(=C5)C(=O)N)O)O)O)O)N (NAD), ( 7.8 ), N[C@H](C)C(=O)O (D-alanine), O=C[C@H](O)[C@@H](O)[C@H](O)[C@H](O)CO (D-glucose), C(C(O)C)(=O)[O-] (lactate), O=C[C@H](O)[C@@H](O)[C@H](O)[C@H](O)CO (glucose). Run in O (Water). Run at temperature 30 celsius. Yields the product C[C@@H]1CCC(C(N1)=O)C(=O)OC (Methyl (6R)-6-methyl-2-oxopiperidine-3-carboxylate). As a reaction SMILES: P([O-])([O-])(O)=O.[Na+].[Na+].N[C@@H:9]([C:11]([OH:13])=[O:12])[CH3:10].O=C[C@@H]([C@H]([C@@H:20]([C@@H:22]([CH2:24]O)O)O)O)O.C1N=C(N)C2N=C[N:32]([C@@H:35]3[O:39][C@H](COP(OP(OC[C@H]4O[C@@H](N5C=C(C(N)=O)CC=C5)[C@H](O)[C@@H]4O)(O)=O)(O)=O)[C@@H](O)[C@H]3O)C=2N=1.[C:70]([O-])(=O)C(C)O>O>[CH3:24][C@H:22]1[NH:32][C:35](=[O:39])[CH:9]([C:11]([O:13][CH3:70])=[O:12])[CH2:10][CH2:20]1 |f:0.1.2|. Procedure: Water (516 kg) was charged to a 1000 L vessel followed by disodium hydrogen orthophosphate (36.3 kg), D-alanine (41.8 kg) and D-glucose (37.6 kg). The mixture was warmed to 30° C. to dissolve the solids. NAD (130.5 g) and PLP (261 g) were added and the pH checked (7.8). ATA-117 transaminase (2.61 kg), lactate dehydrogenase (52.2 g), and finally glucose dehydrogenase (130.5 g) were added and rinsed into the vessel with 2.5 L water. After all enzymes were in solution, A-2 (39.2 kg total, 29 kg ass... Reactants: CCO, CN1C(=O)C(c2cc[nH]c2)(c2cccc(OCc3ccccc3)c2)N=C1N. The product is CN1C(=O)C(c2cc[nH]c2)(c2cccc(O)c2)N=C1N. Reaction SMILES: [CH3:28][CH2:29][OH:30].[NH2:1][C:2]1=[N:3][C:4]([c:9]2[cH:10][nH:11][cH:12][cH:13]2)([c:14]2[cH:15][c:16]([O:20][CH2:21][c:22]3[cH:23][cH:24][cH:25][cH:26][cH:27]3)[cH:17][cH:18][cH:19]2)[C:5](=[O:8])[N:6]1[CH3:7]>>[NH2:1][C:2]1=[N:3][C:4]([c:9]2[cH:10][nH:11][cH:12][cH:13]2)([c:14]2[cH:15][c:16]([OH:20])[cH:17][cH:18][cH:19]2)[C:5](=[O:8])[N:6]1[CH3:7]. Starting materials: NC1=CC=C(C=C1)N1CCN(CC1)C1=CC=C(OCC(CN2N=CN=C2)(O)C2=C(C=C(C=C2)Cl)Cl)C=C1 (3-(4-[4-(4-aminophenyl)piperazin-1-yl]phenoxy)-2-(2,4-dichlorophenyl)-1-(1H-1,2,4-triazol-1-yl)propan-2-ol), C1(CCC(=O)O1)=O (succinic anhydride). The solvent is C(C)(=O)O (acetic acid). The product is ClC1=C(C=CC(=C1)Cl)C(COC1=CC=C(C=C1)N1CCN(CC1)C1=CC=C(C=C1)N1C(CCC1=O)=O)(CN1N=CN=C1)O (1-(4-[4-(4-[2-(2,4-Dichlorophenyl)-2-hydroxy-3-(1H-1,2,4-triazol-1-yl)prop-1-oxy]phenyl)piperazin-1-yl]phenyl)pyrrolidin-2,5-dione). Yield: 71.8%. Reaction SMILES: [NH2:1][C:2]1[CH:7]=[CH:6][C:5]([N:8]2[CH2:13][CH2:12][N:11]([C:14]3[CH:37]=[CH:36][C:17]([O:18][CH2:19][C:20]([C:28]4[CH:33]=[CH:32][C:31]([Cl:34])=[CH:30][C:29]=4[Cl:35])([OH:27])[CH2:21][N:22]4[CH:26]=[N:25][CH:24]=[N:23]4)=[CH:16][CH:15]=3)[CH2:10][CH2:9]2)=[CH:4][CH:3]=1.[C:38]1(=O)[O:43][C:41](=[O:42])[CH2:40][CH2:39]1>C(O)(=O)C>[Cl:35][C:29]1[CH:30]=[C:31]([Cl:34])[CH:32]=[CH:33][C:28]=1[C:20]([OH:27])([CH2:21][N:22]1[CH:26]=[N:25][CH:24]=[N:23]1)[CH2:19][O:18][C:17]1[CH:36]=[CH:37][C:14]([N:11]2[CH2:12][CH2:13][N:8]([C:5]3[CH:6]=[CH:7][C:2]([N:1]4[C:41](=[O:42])[CH2:40][CH2:39][C:38]4=[O:43])=[CH:3][CH:4]=3)[CH2:9][CH2:10]2)=[CH:15][CH:16]=1. Procedure: A solution of 3-(4-[4-(4-aminophenyl)piperazin-1-yl]phenoxy)-2-(2,4-dichlorophenyl)-1-(1H-1,2,4-triazol-1-yl)propan-2-ol (see Preparation 1) (0.2 g, 0.37 mmole) and succinic anhydride (0.05 g, 0.5 mmole) in acetic acid (3 ml) was heated under reflux for 4 hours. The solution was cooled, the solvent removed by concentration under reduced pressure and the resulting gum triturated with isopropanol to provide a solid (0.165 g). Purification of this solid material by flash chromatography on silica ge... Reactants: CCCCO, CC(=O)Nc1nc2c(Oc3cc(-c4ccc(C(F)(F)F)cc4)nc(C4=CCN(C(C)C)CC4)n3)cccc2s1, [OH-], [OH-], [Pd+2]. Product: CC(=O)Nc1nc2c(Oc3cc(-c4ccc(C(F)(F)F)cc4)nc(C4CCN(C(C)C)CC4)n3)cccc2s1. As a reaction SMILES: [CH2:40]([OH:41])[CH2:42][CH2:43][CH3:44].[CH:1]([CH3:2])([CH3:3])[N:4]1[CH2:5][CH2:6][C:7]([c:10]2[n:11][c:12](-[c:30]3[cH:31][cH:32][c:33]([C:36]([F:37])([F:38])[F:39])[cH:34][cH:35]3)[cH:13][c:14]([O:16][c:17]3[cH:18][cH:19][cH:20][c:21]4[c:22]3[n:23][c:24]([NH:26][C:27]([CH3:28])=[O:29])[s:25]4)[n:15]2)=[CH:8][CH2:9]1.[OH-:45].[OH-:47].[Pd+2:46]>>[CH:1]([CH3:2])([CH3:3])[N:4]1[CH2:5][CH2:6][CH:7]([c:10]2[n:11][c:12](-[c:30]3[cH:31][cH:32][c:33]([C:36]([F:37])([F:38])[F:39])[cH:34][cH:35]3)[cH:13][c:14]([O:16][c:17]3[cH:18][cH:19][cH:20][c:21]4[c:22]3[n:23][c:24]([NH:26][C:27]([CH3:28])=[O:29])[s:25]4)[n:15]2)[CH2:8][CH2:9]1. Isolated yield 41.6%. RXN SMILES: [NH:1]1[C:5]([C:6]2[C:14]3[C:9](=[CH:10][CH:11]=[C:12]([NH:15][C:16]([CH:18]4[CH2:22][CH2:21][N:20]([CH2:23][C:24](=[O:43])[N:25]5[CH2:30][CH2:29][N:28]([C:31]6[CH:36]=[CH:35][C:34]([C:37]7[N:42]=[CH:41][CH:40]=[CH:39][N:38]=7)=[CH:33][CH:32]=6)[CH2:27][CH2:26]5)[CH2:19]4)=[O:17])[CH:13]=3)[N:8](COCC[Si](C)(C)C)[N:7]=2)=[N:4][N:3]=[N:2]1.C(O)(C(F)(F)F)=O>C(Cl)Cl>[NH:4]1[C:5]([C:6]2[C:14]3[C:9](=[CH:10][CH:11]=[C:12]([NH:15][C:16]([CH:18]4[CH2:22][CH2:21][N:20]([CH2:23][C:24](=[O:43])[N:25]5[CH2:30][CH2:29][N:28]([C:31]6[CH:32]=[CH:33][C:34]([C:37]7[N:38]=[CH:39][CH:40]=[CH:41][N:42]=7)=[CH:35][CH:36]=6)[CH2:27][CH2:26]5)[CH2:19]4)=[O:17])[CH:13]=3)[NH:8][N:7]=2)=[N:1][N:2]=[N:3]1. The solvent is C(Cl)Cl (CH2Cl2). Reactants: N1N=NN=C1C1=NN(C2=CC=C(C=C12)NC(=O)C1CN(CC1)CC(N1CCN(CC1)C1=CC=C(C=C1)C1=NC=CC=N1)=O)COCC[Si](C)(C)C (1-{2-Oxo-2-[4-(4-pyrimidin-2-yl-phenyl)-piperazin-1-yl]-ethyl}-pyrrolidine-3-carboxylic acid [3-(1H-tetrazol-5-yl)-1-(2-trimethylsilanyl-ethoxymethyl)-1H-indazol-5-yl]-amide), C(=O)(C(F)(F)F)O (TFA). Reported procedure: To a solution of 31 from Step 1 (31 mg, 0.054 mmol, 2 isomers) in CH2Cl2 (2 mL) was added TFA (2 mL) at rt. The crude was stirred at rt for 5 hrs. The crude was evaporated and quenched with sat. NaHCO3 at rt. The crude was evaporated and filtered through a plug of silica gel and evaporated. The crude was purified via preparation plate to give 13 mg of the product. Product: N1N=NN=C1C1=NNC2=CC=C(C=C12)NC(=O)C1CN(CC1)CC(N1CCN(CC1)C1=CC=C(C=C1)C1=NC=CC=N1)=O (1-{2-Oxo-2-[4-(4-pyrimidin-2-yl-phenyl)-piperazin-1-yl]-ethyl}-pyrrolidine-3-carboxylic acid [3-(1H-tetrazol-5-yl)-1H-indazol-5-yl]-amide). Reaction conditions: time 5 hour. As a reaction SMILES: [NH2:1][C:2]1[NH:6][N:5]=[C:4]([CH3:7])[C:3]=1[C:8]1[S:9][C:10]2[CH:16]=[C:15]([S:17](Cl)(=[O:19])=[O:18])[CH:14]=[CH:13][C:11]=2[N:12]=1.[S:21]1[CH:25]=[CH:24][CH:23]=[C:22]1[CH2:26][CH2:27][NH2:28].CN1CCOCC1>C(Cl)(Cl)Cl>[S:21]1[CH:25]=[CH:24][CH:23]=[C:22]1[CH2:26][CH2:27][NH:28][S:17]([C:15]1[CH:14]=[CH:13][C:11]2[N:12]=[C:8]([C:3]3[C:4]([CH3:7])=[N:5][NH:6][C:2]=3[NH2:1])[S:9][C:10]=2[CH:16]=1)(=[O:19])=[O:18]. Solvent: C(Cl)(Cl)Cl (chloroform). Yields the product S1C(=CC=C1)CCNS(=O)(=O)C1=CC2=C(N=C(S2)C=2C(=NNC2N)C)C=C1 (2-(5-Amino-3-methyl-1H-pyrazol-4-yl)-benzothiazole-6-sulfonic acid (2-thiophen-2-ylethyl)-amide). Starting materials: NC1=C(C(=NN1)C)C=1SC2=C(N1)C=CC(=C2)S(=O)(=O)Cl (2-(5-amino-3-methyl-1H-pyrazol-4-yl)-benzothiazole-6-sulfonyl chloride), S1C(=CC=C1)CCN (2-thiophen-2-ylethylamine), CN1CCOCC1 (NMM). Procedure details: the title compound (8 mg) was prepared from crude 2-(5-amino-3-methyl-1H-pyrazol-4-yl)-benzothiazole-6-sulfonyl chloride (75 mg, 0.23 mmol), 2-thiophen-2-ylethylamine (29 μL, 0.25 mmol) and PS-NMM (0.22 g, 0.45 mmol) in 4 mL of chloroform. MS (m/z, ES+): 420.4 (M+1, 100): 1H NMR (500 MHz, ppm, DMSO-d6): δ 11.8-12.2 (br s, 1H), 8.5 (s, 1H), 8.0 (d, 1H), 7.8 (m, 2H), 7.32 (d, 1H), 6.93 (dd, 1H), 6.86 (d, 1H), 6.0 (br s, 2H), 3.03 (q, 2H), 2.92 (t, 2H), 2.43 (br s, 3H). Yield=8%. The yield is 8.3%.